From a dataset of the Open Reaction Database (ORD), a public repository of structured organic reaction records. describe an organic reaction: reactants, conditions, products, and yield Reactants: CN1Cc2cc(-c3ccc(CC(C#N)NC(=O)C4(NC(=O)OC(C)(C)C)CCOCC4)cc3)ccc2C1=O, CC#N, CO, O=CO, O. The product is CN1Cc2cc(-c3ccc(CC(C#N)NC(=O)C4(N)CCOCC4)cc3)ccc2C1=O. As a reaction SMILES: [C:1](#[N:2])[CH:3]([CH2:4][c:5]1[cH:6][cH:7][c:8](-[c:11]2[cH:12][c:13]3[c:17]([cH:18][cH:19]2)[C:16](=[O:20])[N:15]([CH3:21])[CH2:14]3)[cH:9][cH:10]1)[NH:22][C:23](=[O:24])[C:25]1([NH:31][C:32](=[O:33])[O:34][C:35]([CH3:36])([CH3:37])[CH3:38])[CH2:26][CH2:27][O:28][CH2:29][CH2:30]1.[CH3:42][C:43]#[N:44].[CH3:45][OH:46].[CH:39]([OH:40])=[O:41].[OH2:47]>>[C:1](#[N:2])[CH:3]([CH2:4][c:5]1[cH:6][cH:7][c:8](-[c:11]2[cH:12][c:13]3[c:17]([cH:18][cH:19]2)[C:16](=[O:20])[N:15]([CH3:21])[CH2:14]3)[cH:9][cH:10]1)[NH:22][C:23](=[O:24])[C:25]1([NH2:31])[CH2:26][CH2:27][O:28][CH2:29][CH2:30]1. The reactants are C(C)(=O)NC=1C=CC(=C(C(=O)O)C1)Br (5-acetamido-2-bromobenzoic acid), CN(C)C=O (DMF), NC1=CC=NN1CC (5-amino-1-ethyl-pyrazole), C(=O)([O-])[O-].[K+].[K+] (K2CO3). Reagents/catalysts: CC(=O)[O-].CC(=O)[O-].[Cu+2] (Cu(OAc)2). Run in O (water), C(C)(=O)O (acetic acid). Yields the product C(C)N1N=CC=C1NC=1C(C(=O)O)=CC(=CC1)NC(C)=O (N-(1-ethylpyrazole-5-yl)-5-acetamidoanthranilic acid). Isolated yield 25.7%. As a reaction SMILES: [C:1]([NH:4][C:5]1[CH:6]=[CH:7][C:8](Br)=[C:9]([CH:13]=1)[C:10]([OH:12])=[O:11])(=[O:3])[CH3:2].CN(C=O)C.[NH2:20][C:21]1[N:25]([CH2:26][CH3:27])[N:24]=[CH:23][CH:22]=1.C([O-])([O-])=O.[K+].[K+]>CC([O-])=O.CC([O-])=O.[Cu+2].C(O)(=O)C.O>[CH2:26]([N:25]1[C:21]([NH:20][C:8]2[C:9](=[CH:13][C:5]([NH:4][C:1](=[O:3])[CH3:2])=[CH:6][CH:7]=2)[C:10]([OH:12])=[O:11])=[CH:22][CH:23]=[N:24]1)[CH3:27] |f:3.4.5,6.7.8|. Reported procedure: A mixture of 5-acetamido-2-bromobenzoic acid (7 g, 27 mmol), DMF (25 ml), Cu(OAc)2 (0.2 g), 5-amino-1-ethyl-pyrazole (3 g, 27 mmol) and K2CO3 (3.7 g, 27 mmol) was refluxed for about 2 days. The reaction mixture was poured into water, acidified with acetic acid and cooled. A solid formed which was collected by filtration to afford 2 g of N-(1-ethylpyrazole-5-yl)-5-acetamidoanthranilic acid. Reactants: ClC1=C(C(=NC(=N1)C1=NC=CC=N1)NS(=O)(=O)C=CC1=CC=CC=C1)OC1=C(C=CC=C1)OC (N-[6-chloro-5-(2-methoxyphenoxy)-2-(2-pyrimidinyl)-4-pyrimidinyl]-2-phenylethenesulfonamide), [Na] (Sodium), Cl (hydrochloric acid). Solvent: C(C#C)O (2-propyn-1-ol). Product: C(C#C)OC1=C(C(=NC(=N1)C1=NC=CC=N1)NS(=O)(=O)C=CC1=CC=CC=C1)OC1=C(C=CC=C1)OC (N-[6-(2-propynyloxy)-5-(2-methoxyphenoxy)-2-(2-pyrimidinyl)-4-pyrimidinyl]-2-phenylethenesulfonamide). Isolated yield 168.7%. Reaction SMILES: [Na].Cl[C:3]1[N:8]=[C:7]([C:9]2[N:14]=[CH:13][CH:12]=[CH:11][N:10]=2)[N:6]=[C:5]([NH:15][S:16]([CH:19]=[CH:20][C:21]2[CH:26]=[CH:25][CH:24]=[CH:23][CH:22]=2)(=[O:18])=[O:17])[C:4]=1[O:27][C:28]1[CH:33]=[CH:32][CH:31]=[CH:30][C:29]=1[O:34][CH3:35].Cl>C(O)C#C>[CH2:28]([O:27][C:3]1[N:8]=[C:7]([C:9]2[N:14]=[CH:13][CH:12]=[CH:11][N:10]=2)[N:6]=[C:5]([NH:15][S:16]([CH:19]=[CH:20][C:21]2[CH:26]=[CH:25][CH:24]=[CH:23][CH:22]=2)(=[O:18])=[O:17])[C:4]=1[O:27][C:28]1[CH:33]=[CH:32][CH:31]=[CH:30][C:29]=1[O:34][CH3:35])[C:29]#[CH:30] |^1:0|. Reported procedure: Sodium (185 mg) was dissolved in 5 ml of 2-propyn-1-ol and 390 mg of N-[6-chloro-5-(2-methoxyphenoxy)-2-(2-pyrimidinyl)-4-pyrimidinyl]-2-phenylethenesulfonamide was added thereto with stirring at room temperature. The reaction mixture was stirred at 60° C. for one hour and poured into a mixture of 1N hydrochloric acid and ice. This was extracted with ethyl acetate and the ethyl acetate layer was dried over anhydrous magnesium sulfate and filtered. The filtrate was concentrated in vacuo and the r... The reactants are BrC=1C=CC(=C(C1)C(O)C1=CC=CC=C1)F ((5-bromo-2-fluorophenyl)-(phenyl)methanol), C(CCC)[Sn](C(=C)OCC)(CCCC)CCCC (tributyl-(1-ethoxyvinyl)tin). The reagents and catalysts are [Cl-].C(C)[N+](CC)(CC)CC (tetraethylammonium chloride), Cl[Pd]([P](C1=CC=CC=C1)(C2=CC=CC=C2)C3=CC=CC=C3)([P](C4=CC=CC=C4)(C5=CC=CC=C5)C6=CC=CC=C6)Cl (bis(triphenylphosphine)palladium(II) chloride). Solvent: C(C)#N (acetonitrile). Conditions: temperature 150 celsius. Product: FC1=C(C=C(C=C1)C(C)=O)C(C1=CC=CC=C1)O (1-{4-fluoro-3-[hydroxy(phenyl)methyl]phenyl}ethanone). As a reaction SMILES: Br[C:2]1[CH:3]=[CH:4][C:5]([F:16])=[C:6]([CH:8]([C:10]2[CH:15]=[CH:14][CH:13]=[CH:12][CH:11]=2)[OH:9])[CH:7]=1.C([Sn](CCCC)(CCCC)[C:22]([O:24]CC)=[CH2:23])CCC>[Cl-].C([N+](CC)(CC)CC)C.Cl[Pd](Cl)([P](C1C=CC=CC=1)(C1C=CC=CC=1)C1C=CC=CC=1)[P](C1C=CC=CC=1)(C1C=CC=CC=1)C1C=CC=CC=1.C(#N)C>[F:16][C:5]1[CH:4]=[CH:3][C:2]([C:22](=[O:24])[CH3:23])=[CH:7][C:6]=1[CH:8]([OH:9])[C:10]1[CH:15]=[CH:14][CH:13]=[CH:12][CH:11]=1 |f:2.3,^1:47,66|. Procedure details: A 5 mL microwave tube was charged with (5-bromo-2-fluorophenyl)-(phenyl)methanol (1 eq), tributyl-(1-ethoxyvinyl)tin (1 eq), tetraethylammonium chloride (3 eq), bis(triphenylphosphine)palladium(II) chloride (10 mol %) and acetonitrile (3.5 mL). The reaction was heated to 150° C. for one hour using microwave irradiation. The reaction was concentrated to dryness and the residue was taken up in water and extracted with ethyl acetate. The organics were dried over magnesium sulfate, filtered and then... The reactants are COC(=O)c1sc(-c2ccccc2)cc1N(C(=O)C1CCC(C)CC1)C1CCC(C)(O)CC1, CO, [Li+], C1CCOC1, [OH-], O. Product: CC1CCC(C(=O)N(c2cc(-c3ccccc3)sc2C(=O)O)C2CCC(C)(O)CC2)CC1. Reaction SMILES: [CH3:1][O:2][C:3](=[O:4])[c:5]1[s:6][c:7](-[c:28]2[cH:29][cH:30][cH:31][cH:32][cH:33]2)[cH:8][c:9]1[N:10]([C:11](=[O:12])[CH:13]1[CH2:14][CH2:15][CH:16]([CH3:19])[CH2:17][CH2:18]1)[CH:20]1[CH2:21][CH2:22][C:23]([CH3:26])([OH:27])[CH2:24][CH2:25]1.[CH3:42][OH:43].[Li+:34].[O:36]1[CH2:37][CH2:38][CH2:39][CH2:40]1.[OH-:35].[OH2:41]>>[O:2]=[C:3]([OH:4])[c:5]1[s:6][c:7](-[c:28]2[cH:29][cH:30][cH:31][cH:32][cH:33]2)[cH:8][c:9]1[N:10]([C:11](=[O:12])[CH:13]1[CH2:14][CH2:15][CH:16]([CH3:19])[CH2:17][CH2:18]1)[CH:20]1[CH2:21][CH2:22][C:23]([CH3:26])([OH:27])[CH2:24][CH2:25]1. The reactants are ClC1=NC=CC=C1[N+](=O)[O-] (2-chloro-3-nitro-pyridine), COC(CC1=C(C=C(C=C1)N)C)=O ((4-amino-2-methyl-phenyl)-acetic acid methyl ester), solution, Cl (HCl). Solvent: O1CCOCC1 (dioxane), CO.O1CCOCC1 (MeOH dioxane), CCOC(=O)C (EtOAc). Conditions: temperature 100 celsius, time 54 hour. Product: COC(CC1=C(C=C(C=C1)NC1=NC=CC=C1[N+](=O)[O-])C)=O ([2-Methyl-4-(3-nitro-pyridin-2-ylamino)-phenyl]-acetic acid methyl ester). As a reaction SMILES: Cl[C:2]1[C:7]([N+:8]([O-:10])=[O:9])=[CH:6][CH:5]=[CH:4][N:3]=1.[CH3:11][O:12][C:13](=[O:23])[CH2:14][C:15]1[CH:20]=[CH:19][C:18]([NH2:21])=[CH:17][C:16]=1[CH3:22].Cl>O1CCOCC1.CO.O1CCOCC1.CCOC(C)=O>[CH3:11][O:12][C:13](=[O:23])[CH2:14][C:15]1[CH:20]=[CH:19][C:18]([NH:21][C:2]2[C:7]([N+:8]([O-:10])=[O:9])=[CH:6][CH:5]=[CH:4][N:3]=2)=[CH:17][C:16]=1[CH3:22] |f:4.5|. Procedure details: A mixture of 1.5 g of 2-chloro-3-nitro-pyridine, 3.39 g of (4-amino-2-methyl-phenyl)-acetic acid methyl ester and 6.9 ml of an 4 N solution of HCl in dioxane in 30 ml of MeOH/dioxane (1:1, v/v) is stirred for 54 hours at 100° C. The mixture obtained is allowed to cool to rt and concentrated in vacuo. The concentrate obtained is dissolved in EtOAc, the mixture obtained is washed with a saturated aqueous solution of NaHCO3, dried (Na2SO4), filtered and concentrated. The concentrate obtained is sub... The reactants are Cc1ccccc1, CC(C)N1C(=O)c2ccccc2NS1(=O)=O, ClC(Cl)Cl, O=C(Cl)c1cc(Oc2ccc(C(F)(F)F)cc2Cl)ccc1[N+](=O)[O-]. Product: CC(C)N1C(=O)c2ccccc2N(C(=O)c2cc(Oc3ccc(C(F)(F)F)cc3Cl)ccc2[N+](=O)[O-])S1(=O)=O. Reaction SMILES: [CH3:41][c:42]1[cH:43][cH:44][cH:45][cH:46][cH:47]1.[CH:1]([CH3:2])([CH3:3])[N:4]1[S:5](=[O:15])(=[O:16])[NH:6][c:7]2[c:8]([cH:11][cH:12][cH:13][cH:14]2)[C:9]1=[O:10].[CH:48]([Cl:49])([Cl:50])[Cl:51].[Cl:17][c:18]1[c:19]([O:20][c:21]2[cH:22][cH:23][c:24]([N+:30](=[O:31])[O-:32])[c:25]([C:26](=[O:27])[Cl:28])[cH:29]2)[cH:33][cH:34][c:35]([C:37]([F:38])([F:39])[F:40])[cH:36]1>>[CH:1]([CH3:2])([CH3:3])[N:4]1[S:5](=[O:15])(=[O:16])[N:6]([C:26]([c:25]2[c:24]([N+:30](=[O:31])[O-:32])[cH:23][cH:22][c:21]([O:20][c:19]3[c:18]([Cl:17])[cH:36][c:35]([C:37]([F:38])([F:39])[F:40])[cH:34][cH:33]3)[cH:29]2)=[O:27])[c:7]2[c:8]([cH:11][cH:12][cH:13][cH:14]2)[C:9]1=[O:10].